This data is from the Open Reaction Database (ORD), a public repository of structured organic reaction records. The task is: describe an organic reaction: reactants, conditions, products, and yield Starting materials: ClC1=CC=C(CN2N=C(C=C2OCCCC)C(=O)OCC)C=C1 (1-(p-chlorobenzyl)-3-ethoxycarbonyl-5-n-butoxypyrazole), N (ammonia). Solvent: CO (methanol). Reaction conditions: temperature 60 celsius. The product is ClC1=CC=C(CN2N=C(C=C2OCCCC)C(N)=O)C=C1 (1-(p-chlorobenzyl)-3-carbamoyl-5-n-butoxypyrazole). Isolated yield 86.2%. RXN SMILES: [Cl:1][C:2]1[CH:23]=[CH:22][C:5]([CH2:6][N:7]2[C:11]([O:12][CH2:13][CH2:14][CH2:15][CH3:16])=[CH:10][C:9]([C:17](OCC)=[O:18])=[N:8]2)=[CH:4][CH:3]=1.[NH3:24]>CO>[Cl:1][C:2]1[CH:23]=[CH:22][C:5]([CH2:6][N:7]2[C:11]([O:12][CH2:13][CH2:14][CH2:15][CH3:16])=[CH:10][C:9]([C:17](=[O:18])[NH2:24])=[N:8]2)=[CH:4][CH:3]=1. Procedure details: A mixture consisting of 6.7 g of 1-(p-chlorobenzyl)-3-ethoxycarbonyl-5-n-butoxypyrazole, 30 ml of a 28% aqueous ammonia solution and 30 ml of methanol was placed in an autoclave and heated at a temperature of 60°C for 2 hours. After completion of the reaction, the solvent was removed by distillation and the residue was recrystallized from methanol-petroleum ether to give 5.3 g (86.2% yield) of 1-(p-chlorobenzyl)-3-carbamoyl-5-n-butoxypyrazole as colorless needles having a melting point of 137° -...